This data is from the Open Reaction Database (ORD), a public repository of structured organic reaction records. The task is: describe an organic reaction: reactants, conditions, products, and yield The reactants are CC1(C)Cc2cc(NC(=O)OC(C)(C)C)ccc2C(=CC(=O)c2ccccc2)N1, O=C([O-])O, CO, Cl, [Na+], C1COCCO1. The product is CC1(C)Cc2cc(N)ccc2C(=CC(=O)c2ccccc2)N1. Reaction SMILES: [C:1]([O:2][C:3](=[O:4])[NH:8][c:9]1[cH:10][c:11]2[c:16]([cH:17][cH:18]1)[C:15](=[CH:19][C:20](=[O:21])[c:22]1[cH:23][cH:24][cH:25][cH:26][cH:27]1)[NH:14][C:13]([CH3:28])([CH3:29])[CH2:12]2)([CH3:5])([CH3:6])[CH3:7].[C:37](=[O:38])([OH:39])[O-:40].[CH3:42][OH:43].[ClH:36].[Na+:41].[O:30]1[CH2:31][CH2:32][O:33][CH2:34][CH2:35]1>>[NH2:8][c:9]1[cH:10][c:11]2[c:16]([cH:17][cH:18]1)[C:15](=[CH:19][C:20](=[O:21])[c:22]1[cH:23][cH:24][cH:25][cH:26][cH:27]1)[NH:14][C:13]([CH3:28])([CH3:29])[CH2:12]2. The product is [La].C1=CC=C2C(=C1)C=CC(=C2C3=C(C=CC4=CC=CC=C43)O)O (lanthanum (R)-1,1'-bi-2-naphthol). Procedure details: To a solution of 258 mg (0.90 mmol) of (R)-1,1'-bi-2-naphthol in 4.5 ml of THF Was added dropwise 0.56 ml (0.90 mmol) of a 1.6N n-butyllithium solution in hexane, at 0° C. in an argon atmosphere. After completion of the dropping, the temperature was raised to room temperature, 95 mg (0.30 mmol) of powdery lanthanum isopropoxide was added, and the mixture was stirred at room temperature for 15 hours. The insoluble matter was allowed to precipitate and the supernatant was submitted, as a lanthanum... Reaction SMILES: [CH:1]1[CH:6]=[C:5]2[CH:7]=[CH:8][C:9]([OH:22])=[C:10]([C:11]3[C:20]4[C:15](=[CH:16][CH:17]=[CH:18][CH:19]=4)[CH:14]=[CH:13][C:12]=3[OH:21])[C:4]2=[CH:3][CH:2]=1.C([Li])CCC.CC(C)[O-].[La+3:32].CC(C)[O-].CC(C)[O-]>C1COCC1.CCCCCC>[La:32].[CH:17]1[CH:16]=[C:15]2[CH:14]=[CH:13][C:12]([OH:21])=[C:11]([C:10]3[C:4]4[C:5](=[CH:6][CH:1]=[CH:2][CH:3]=4)[CH:7]=[CH:8][C:9]=3[OH:22])[C:20]2=[CH:19][CH:18]=1 |f:2.3.4.5,8.9|. Reactants: CC([O-])C.[La+3].CC([O-])C.CC([O-])C (lanthanum isopropoxide), C1=CC=C2C(=C1)C=CC(=C2C3=C(C=CC4=CC=CC=C43)O)O ((R)-1,1'-bi-2-naphthol), C(CCC)[Li] (n-butyllithium). Run in C1CCOC1 (THF), CCCCCC (hexane). Reaction conditions: time 15 hour. The reactants are C(C#C)Cl (propargyl chloride), C(C=C)[Mg]Br (allylmagnesium bromide), ClC(=O)OC (Methyl chloroformate). Solvent: CCOCC (ether). Reaction conditions: time 24 hour. Yields the product C(C#CCCC=C)(=O)OC (Methyl Hept-6-en-2-ynoate). Yield: 44.0%. Reaction SMILES: [CH2:1]([Mg]Br)[CH:2]=[CH2:3].[CH2:6](Cl)[C:7]#[CH:8].Cl[C:11]([O:13][CH3:14])=[O:12]>CCOCC>[C:11]([O:13][CH3:14])(=[O:12])[C:3]#[C:2][CH2:1][CH2:8][CH:7]=[CH2:6]. Reported procedure: A solution of allylmagnesium bromide (1M, 150 mL, 150 mmol) in ether under a nitrogen atmosphere was cooled to −10° C., and propargyl chloride (5.4 mL, 75 mmol) was added dropwise. The solution was stirred for 24 h at room temperature, and then cooled to 0° C. Methyl chloroformate was added dropwise, and the solution was allowed to stir at room temperature for 4 h. The reaction was quenched by cautious addition of satd aq NH4Cl (100 mL) at 0° C. The organic layer was washed with brine, dried, an... Starting materials: CN(C)CC1CCC(CC1)NC(OCC1=CC=CC=C1)=O (Benzyl 4-((dimethylamino)methyl)cyclohexylcarbamate), CO.C(C)(=O)O (methanol acetic acid), CO.C(C)(=O)O (methanol acetic acid). Reagents/catalysts: [Pd] (Pd/C). Conditions: time 6 hour. Yields the product C(C)(=O)O.C(C)(=O)O.CN(C)C[C@@H]1CC[C@H](CC1)N (trans-4-((Dimethylamino)methyl)cyclohexanamine diacetic acid). Reaction SMILES: [CH3:1][N:2]([CH2:4][CH:5]1[CH2:10][CH2:9][CH:8]([NH:11]C(=O)OCC2C=CC=CC=2)[CH2:7][CH2:6]1)[CH3:3].CO.[C:24]([OH:27])(=[O:26])[CH3:25]>[Pd]>[C:24]([OH:27])(=[O:26])[CH3:25].[C:24]([OH:27])(=[O:26])[CH3:25].[CH3:3][N:2]([CH2:4][C@H:5]1[CH2:10][CH2:9][C@H:8]([NH2:11])[CH2:7][CH2:6]1)[CH3:1] |f:1.2,4.5.6|. Procedure: To a flask containing Pd/C (1.5 g, Degussa type E101) was added methanol/acetic acid (100 mL, 3:1). Benzyl 4-((dimethylamino)methyl)cyclohexylcarbamate (15.8 g, 54 mmol) in methanol/acetic acid (300 mL, 3:1) was added. A balloon of H2 was added and the reaction stirred at rt for 6 h. The reaction was filtered through celite, the filtrate concentrated, and azeotroped with toluene. The thick oil was dried under vacuum to give desired product (17.9 g, crude) as a waxy solid. 1H NMR (300 MHz, MeOD) ... Reactants: C(C)(C)(C)C1=CC=C(C=C1)N1C(N(C(C1=O)(C)C)CC1=CC=2N(C=C1)OC(N2)=S)=O (3-(4-tert-butylphenyl)-5,5-dimethyl-1-[(2-thioxo-2H-[1,2,4]oxadiazolo[2,3-a]pyridin-7-yl)methyl]imidazolidine-2,4-dione), C1(CC1)N (cyclopropanamine). Run in C(C)O (ethanol). Reaction conditions: temperature 50 celsius. Yields the product C(C)(C)(C)C1=CC=C(C=C1)N1C(N(C(C1=O)(C)C)CC1=CC(=NC=C1)NC(=O)NC1CC1)=O (1-(4-{[3-(4-tert-butylphenyl)-5,5-dimethyl-2,4-dioxoimidazolidin-1-yl]methyl}pyridin-2-yl)-3-cyclopropylurea). Reaction SMILES: [C:1]([C:5]1[CH:10]=[CH:9][C:8]([N:11]2[C:15](=[O:16])[C:14]([CH3:18])([CH3:17])[N:13]([CH2:19][C:20]3[CH:25]=[CH:24][N:23]4[O:26][C:27](=S)[N:28]=[C:22]4[CH:21]=3)[C:12]2=[O:30])=[CH:7][CH:6]=1)([CH3:4])([CH3:3])[CH3:2].[CH:31]1([NH2:34])[CH2:33][CH2:32]1>C(O)C>[C:1]([C:5]1[CH:10]=[CH:9][C:8]([N:11]2[C:15](=[O:16])[C:14]([CH3:18])([CH3:17])[N:13]([CH2:19][C:20]3[CH:25]=[CH:24][N:23]=[C:22]([NH:28][C:27]([NH:34][CH:31]4[CH2:33][CH2:32]4)=[O:26])[CH:21]=3)[C:12]2=[O:30])=[CH:7][CH:6]=1)([CH3:4])([CH3:3])[CH3:2]. Procedure: This compound may be prepared as obtained in stage c) of Example 9, but starting with 200 mg of 3-(4-tert-butylphenyl)-5,5-dimethyl-1-[(2-thioxo-2H-[1,2,4]oxadiazolo[2,3-a]pyridin-7-yl)methyl]imidazolidine-2,4-dione obtained in stage b) of Example 9, 4 mL of ethanol and 32.3 mg of cyclopropanamine. After heating for one hour at a temperature of 50° C., and chromatography on a column of silica, eluting with a mixture of heptane/ethyl acetate (gradient from 100/0 to 0/100 by volume), 76.1 mg of 1-...